Dataset: the Open Reaction Database (ORD), a public repository of structured organic reaction records. Task: describe an organic reaction: reactants, conditions, products, and yield The reactants are Cl (hydrochloric acid), ClC(=C[N+](=O)[O-])Cl (2,2-dichloronitroethylene), NCCCS (1-amino-3-propanethiol), [OH-].[Na+] (caustic soda). The solvent is C(Cl)(Cl)Cl (chloroform), O (water), CO (methanol), CO (methanol). Conditions: temperature 0 celsius, time 1 hour. The product is [N+](=O)([O-])C=C1SCCCN1 (tetrahydro-2-(nitromethylene)-1,3-thiazine). Isolated yield 70.9%. As a reaction SMILES: [NH2:1][CH2:2][CH2:3][CH2:4][SH:5].[OH-].[Na+].Cl[C:9](Cl)=[CH:10][N+:11]([O-:13])=[O:12].Cl>CO.C(Cl)(Cl)Cl.O>[N+:11]([CH:10]=[C:9]1[NH:1][CH2:2][CH2:3][CH2:4][S:5]1)([O-:13])=[O:12] |f:1.2|. Procedure: Into 40 ml of methanol were added 5.5 g of 1-amino-3-propanethiol and 2.4 g of caustic soda, followed by stirring, to be completely dissolved therein. Then, the mixture was cooled to 0° C. While stirring the solution, a solution of 2.8 g of 2,2-dichloronitroethylene diluted in 10 ml of methanol was added dropwise slowly over 15 minutes, and the reaction was carried out for one hour. The reaction was exothermic and the liquid temperature was maintained at lower than 10° C. (about 8° C.) After the...